From a dataset of the Open Reaction Database (ORD), a public repository of structured organic reaction records. describe an organic reaction: reactants, conditions, products, and yield Reactants: COC(=O)CC(c1ccccc1)N1Cc2ccccc2C1=O, CO, Cl, [Na+], [OH-]. Yields the product O=C(O)CC(c1ccccc1)N1Cc2ccccc2C1=O. As a reaction SMILES: [CH3:1][O:2][C:3]([CH2:4][CH:5]([c:6]1[cH:7][cH:8][cH:9][cH:10][cH:11]1)[N:12]1[C:13](=[O:21])[c:14]2[cH:15][cH:16][cH:17][cH:18][c:19]2[CH2:20]1)=[O:22].[CH3:26][OH:27].[ClH:23].[Na+:25].[OH-:24]>>[O:2]=[C:3]([CH2:4][CH:5]([c:6]1[cH:7][cH:8][cH:9][cH:10][cH:11]1)[N:12]1[C:13](=[O:21])[c:14]2[cH:15][cH:16][cH:17][cH:18][c:19]2[CH2:20]1)[OH:22]. Reactants: FC1=C(C=CC=C1)C1=C(N(N=N1)C)COC1=NC=C(C=C1)I (2-[5-(2-Fluoro-phenyl)-3-methyl-3H-[1,2,3]triazol-4-ylmethoxy]-5-iodo-pyridine), N1C=NC(=C1)C#N (1H-imidazole-4-carbonitrile), C([O-])([O-])=O.[Cs+].[Cs+] (cesium carbonate), ferric acetylacetonate. The reagents and catalysts are [Cu-]=O (copper(I)oxide). The solvent is CN(C)C=O (DMF). Run at temperature 90 celsius. The product is FC1=C(C=CC=C1)C1=C(N(N=N1)C)COC1=CC=C(C=N1)N1C=NC(=C1)C#N (1-{6-[5-(2-Fluoro-phenyl)-3-methyl-3H-[1,2,3]triazol-4-ylmethoxy]-pyridin-3-yl}-1H-imidazole-4-carbonitrile). Yield: 39.3%. As a reaction SMILES: [F:1][C:2]1[CH:7]=[CH:6][CH:5]=[CH:4][C:3]=1[C:8]1[N:12]=[N:11][N:10]([CH3:13])[C:9]=1[CH2:14][O:15][C:16]1[CH:21]=[CH:20][C:19](I)=[CH:18][N:17]=1.[NH:23]1[CH:27]=[C:26]([C:28]#[N:29])[N:25]=[CH:24]1.C(=O)([O-])[O-].[Cs+].[Cs+]>CN(C=O)C.[Cu-]=O>[F:1][C:2]1[CH:7]=[CH:6][CH:5]=[CH:4][C:3]=1[C:8]1[N:12]=[N:11][N:10]([CH3:13])[C:9]=1[CH2:14][O:15][C:16]1[N:17]=[CH:18][C:19]([N:23]2[CH:27]=[C:26]([C:28]#[N:29])[N:25]=[CH:24]2)=[CH:20][CH:21]=1 |f:2.3.4|. Procedure: The mixture of 2-[5-(2-Fluoro-phenyl)-3-methyl-3H-[1,2,3]triazol-4-ylmethoxy]-5-iodo-pyridine (0.5 g, 1.22 mmol), 1H-imidazole-4-carbonitrile (0.170 g, 1.82 mmol), cesium carbonate (0.79 g, 2.43 mmol), copper(I)oxide (0.017 g, 0.122 mmol), ferric acetylacetonate (0.129 g, 0.365 mmol) in DMF (10 ml) was heated at 90° C. for 20 h. The reaction was monitored by TLC and UPLC. The reaction mixture was concentrated under reduced pressure, water was added and extracted with ethylacetate (3×50 ml). The ... RXN SMILES: C(OC([N:11]1[CH2:16][CH2:15][N:14]([NH:17][C:18](=[O:33])[CH2:19][CH:20]2[CH2:25][CH2:24][N:23]([C:26]([O:28][C:29]([CH3:32])([CH3:31])[CH3:30])=[O:27])[CH2:22][CH2:21]2)[C:13](=[O:34])[CH2:12]1)=O)C1C=CC=CC=1>CO.[Pd]>[O:34]=[C:13]1[CH2:12][NH:11][CH2:16][CH2:15][N:14]1[NH:17][C:18](=[O:33])[CH2:19][CH:20]1[CH2:21][CH2:22][N:23]([C:26]([O:28][C:29]([CH3:31])([CH3:30])[CH3:32])=[O:27])[CH2:24][CH2:25]1. Reagents/catalysts: [Pd] (Pd/C). Procedure details: A solution of N-(4-benzyloxycarbonyl-2-oxo-1-piperazinyl)-2-[1-(tert-butoxycarbonyl)-4-piperidinyl]acetamide (840 mg) and 10% Pd/C (500 mg) in methanol (35 ml) was stirred at room temperature for 15 hours under a hydrogen atmosphere. The catalyst was filtered off and the reaction mixture was concentrated to obtain N-(2-oxo-1-piperazinyl)-2-[1-(tert-butoxycarbonyl)-4-piperidinyl]acetamide as a colorless syrup. A solution of the resultant 2-[1-(tert-butoxycarbonyl)-4-piperidinyl]-N-(2-oxo-1-pipera... Solvent: CO (methanol). Yields the product O=C1N(CCNC1)NC(CC1CCN(CC1)C(=O)OC(C)(C)C)=O (N-(2-oxo-1-piperazinyl)-2-[1-(tert-butoxycarbonyl)-4-piperidinyl]acetamide). The reactants are C(C1=CC=CC=C1)OC(=O)N1CC(N(CC1)NC(CC1CCN(CC1)C(=O)OC(C)(C)C)=O)=O (N-(4-benzyloxycarbonyl-2-oxo-1-piperazinyl)-2-[1-(tert-butoxycarbonyl)-4-piperidinyl]acetamide). Starting materials: C(CC)NN1C(CCC1)=O (1-(propylamino)-2-pyrrolidinone), Cl.ClC1=CC=NC=C1 (4-chloropyridine hydrochloride), Cl.ClC1=CC=NC=C1 (4-chloropyridine hydrochloride), C1(=CC=CC=C1)O (phenol). Solvent: ClCCl (dichloromethane). Conditions: temperature 143 celsius, time 30 minute. The product is C(CC)N(N1C(CCC1)=O)C1=CC=NC=C1 (1-(propyl-4-pyridinylamino)-2-pyrrolidinone). Isolated yield 39.6%. RXN SMILES: [CH2:1]([NH:4][N:5]1[CH2:9][CH2:8][CH2:7][C:6]1=[O:10])[CH2:2][CH3:3].Cl.Cl[C:13]1[CH:18]=[CH:17][N:16]=[CH:15][CH:14]=1.C1(O)C=CC=CC=1>ClCCl>[CH2:1]([N:4]([C:13]1[CH:18]=[CH:17][N:16]=[CH:15][CH:14]=1)[N:5]1[CH2:9][CH2:8][CH2:7][C:6]1=[O:10])[CH2:2][CH3:3] |f:1.2|. Procedure: A slurry consisting of 1-(propylamino)-2-pyrrolidinone (7.96 g), 4-chloropyridine hydrochloride (6.31 g) and phenol (20.9 g) was heated in a 143° C. oil bath under nitrogen. After 30 min., the resulting solution was treated with additional 4-chloropyridine hydrochloride (6.30 g) and heated for an additional 30 minutes. The mixture was cooled to room temperature and diluted with dichloromethane. The organic layer was washed with dilute aqueous sodium bicarbonate and the combined aqueous layers ba... Starting materials: CC1CC(=O)NN=C1c1ccc(NC(=O)CCBr)cc1, CCCO, NCc1ccccc1. Product: CC1CC(=O)NN=C1c1ccc(NC(=O)CCNCc2ccccc2)cc1. As a reaction SMILES: [Br:1][CH2:2][CH2:3][C:4](=[O:5])[NH:6][c:7]1[cH:8][cH:9][c:10]([C:13]2=[N:18][NH:17][C:16](=[O:19])[CH2:15][CH:14]2[CH3:20])[cH:11][cH:12]1.[CH2:29]([OH:30])[CH2:31][CH3:32].[NH2:21][CH2:22][c:23]1[cH:24][cH:25][cH:26][cH:27][cH:28]1>>[CH2:2]([CH2:3][C:4](=[O:5])[NH:6][c:7]1[cH:8][cH:9][c:10]([C:13]2=[N:18][NH:17][C:16](=[O:19])[CH2:15][CH:14]2[CH3:20])[cH:11][cH:12]1)[NH:21][CH2:22][c:23]1[cH:24][cH:25][cH:26][cH:27][cH:28]1.